Dataset: the Open Reaction Database (ORD), a public repository of structured organic reaction records. Task: describe an organic reaction: reactants, conditions, products, and yield The reactants are NC1=C(C=CC(=C1)C(F)(F)F)NC(=O)C=1N=C(OC1)CC1=C(C=CC=C1Cl)Cl (N-[2-Amino-4-(trifluoromethyl)phenyl]{2-[(2,6-dichlorophenyl)methyl](1,3-oxazol-4-yl)}carboxamide), NC1=C(C=C(C=C1)C(F)(F)F)NC(=O)C=1N=C(OC1)CC1=C(C=CC=C1Cl)Cl (N-[2-amino-5-(trifluoromethyl)phenyl]{2-[(2,6-dichlorophenyl)methyl](1,3-oxazol-4-yl)}carboxamide). Product: ClC1=C(C(=CC=C1)Cl)CC=1OC=C(N1)C=1NC2=C(N1)C=C(C=C2)C(F)(F)F (2-[(2,6-Dichlorophenyl)methyl]-4-[6-(trifluoromethyl)benzimidazol-2-yl]-1,3-oxazole). Reaction SMILES: [NH2:1][C:2]1[CH:7]=[C:6]([C:8]([F:11])([F:10])[F:9])[CH:5]=[CH:4][C:3]=1[NH:12][C:13]([C:15]1[N:16]=[C:17]([CH2:20][C:21]2[C:26]([Cl:27])=[CH:25][CH:24]=[CH:23][C:22]=2[Cl:28])[O:18][CH:19]=1)=O.NC1C=CC(C(F)(F)F)=CC=1NC(C1N=C(CC2C(Cl)=CC=CC=2Cl)OC=1)=O>>[Cl:28][C:22]1[CH:23]=[CH:24][CH:25]=[C:26]([Cl:27])[C:21]=1[CH2:20][C:17]1[O:18][CH:19]=[C:15]([C:13]2[NH:12][C:3]3[CH:4]=[CH:5][C:6]([C:8]([F:11])([F:10])[F:9])=[CH:7][C:2]=3[N:1]=2)[N:16]=1. Reported procedure: N-[2-Amino-4-(trifluoromethyl)phenyl]{2-[(2,6-dichlorophenyl)methyl](1,3-oxazol-4-yl)}carboxamide and N-[2-amino-5-(trifluoromethyl)phenyl]{2-[(2,6-dichlorophenyl)methyl](1,3-oxazol-4-yl)}carboxamide. According to the procedure described in step (e) of Example 19, the title product was obtained from 2-[(2,6-dichlorophenyl)methyl]-1,3-oxazole-4-carboxylic acid, Example 19 (d), (0.26 g, 0.97 mmol) and 4-(trifluoromethyl)-1,2-phenylenediamine (0.17 g, 0.97 mmol, Lancaster) as a light-brown solid. M... RXN SMILES: [C:26](=[O:27])([O-:28])[O-:29].[C:37]([O:38][CH2:39][CH3:40])(=[O:41])[CH3:42].[CH3:32][N:33]([CH3:34])[CH:35]=[O:36].[CH:1]1([CH2:4][C:5](=[O:6])[NH:7][c:8]2[n:9][c:10]3[n:11]([n:12][c:13]([I:16])[cH:14][cH:15]3)[cH:17]2)[CH2:2][CH2:3]1.[K+:30].[K+:31].[NH2:18][c:19]1[cH:20][cH:21][cH:22][c:23]([OH:24])[cH:25]1.[O:43]1[CH2:44][CH2:45][CH2:46][CH2:47]1>>[CH:1]1([CH2:4][C:5](=[O:6])[NH:7][c:8]2[n:9][c:10]3[n:11]([n:12][c:13]([O:24][c:23]4[cH:22][cH:21][cH:20][c:19]([NH2:18])[cH:25]4)[cH:14][cH:15]3)[cH:17]2)[CH2:2][CH2:3]1. Starting materials: O=C([O-])[O-], CCOC(C)=O, CN(C)C=O, O=C(CC1CC1)Nc1cn2nc(I)ccc2n1, [K+], [K+], Nc1cccc(O)c1, C1CCOC1. The product is Nc1cccc(Oc2ccc3nc(NC(=O)CC4CC4)cn3n2)c1. The reactants are NC1=NC(=NC2=CC(=C(C=C12)OC)OC)Cl (4-Amino-2-chloro-6,7-dimethoxyquinazoline), COC(=O)C1=NC(=C(N=C1N)NC1CCNCC1)Cl (3-Amino-6-chloro-5-(piperidin-4-ylamino)-pyrazine-2-carboxylic acid methyl ester). The solvent is C(CC(C)C)O (isoamyl alcohol). Conditions: temperature 120 celsius. The product is COC(=O)C1=NC(=C(N=C1N)NC1CCN(CC1)C1=NC2=CC(=C(C=C2C(=N1)N)OC)OC)Cl (3-Amino-5-[1-(4-amino-6,7-dimethoxy-quinazolin-2-yl)-piperidin-4-ylamino]-6-chloro-pyrazine-2-carboxylic acid methyl ester). Yield: 49.5%. RXN SMILES: [NH2:1][C:2]1[C:11]2[C:6](=[CH:7][C:8]([O:14][CH3:15])=[C:9]([O:12][CH3:13])[CH:10]=2)[N:5]=[C:4](Cl)[N:3]=1.[CH3:17][O:18][C:19]([C:21]1[C:26]([NH2:27])=[N:25][C:24]([NH:28][CH:29]2[CH2:34][CH2:33][NH:32][CH2:31][CH2:30]2)=[C:23]([Cl:35])[N:22]=1)=[O:20]>C(O)CC(C)C>[CH3:17][O:18][C:19]([C:21]1[C:26]([NH2:27])=[N:25][C:24]([NH:28][CH:29]2[CH2:34][CH2:33][N:32]([C:4]3[N:3]=[C:2]([NH2:1])[C:11]4[C:6](=[CH:7][C:8]([O:14][CH3:15])=[C:9]([O:12][CH3:13])[CH:10]=4)[N:5]=3)[CH2:31][CH2:30]2)=[C:23]([Cl:35])[N:22]=1)=[O:20]. Reported procedure: 4-Amino-2-chloro-6,7-dimethoxyquinazoline (0.74 g, 3.1 mmol) was added to a solution of (36) (1.0 g, 3.2 mmol) in isoamyl alcohol (20 mL) at 25° C. The mixture was heated to 120° C. and maintained at that temperature for 12 h. The reaction mixture was then cooled to room temperature and the desired product was filtered and rinsed with acetone to give 0.75 g (49%) of the compound (1): TLC (Rf =0.50; 10% MeOH/CH2Cl2); 1H NMR (CDCl3) δ 6.93 (s, 1H), 6.82 (s, 1H), 5.44 (d, 1H, J=7.8), 5.21 (br s, 2H... Starting materials: CON(C(C1=C(N=C(C=C1)C(F)(F)F)CCCOC)=O)C (N-Methoxy-2-(3-methoxy-propyl)-N-methyl-6-trifluoromethyl-nicotinamide), [H-].[H-].[H-].[H-].[Li+].[Al+3] (LAH). The solvent is C1CCOC1 (THF). The product is COCCCC1=NC(=CC=C1C=O)C(F)(F)F (2-(3-methoxy-propyl)-6-trifluoromethyl-pyridine-3-carbaldehyde). RXN SMILES: CON(C)[C:4](=[O:20])[C:5]1[CH:10]=[CH:9][C:8]([C:11]([F:14])([F:13])[F:12])=[N:7][C:6]=1[CH2:15][CH2:16][CH2:17][O:18][CH3:19].[H-].[H-].[H-].[H-].[Li+].[Al+3]>C1COCC1>[CH3:19][O:18][CH2:17][CH2:16][CH2:15][C:6]1[C:5]([CH:4]=[O:20])=[CH:10][CH:9]=[C:8]([C:11]([F:12])([F:14])[F:13])[N:7]=1 |f:1.2.3.4.5.6|. Procedure details: N-Methoxy-2-(3-methoxy-propyl)-N-methyl-6-trifluoromethyl-nicotinamide (156 mg, 0.509 mmol) was reacted with 1M-LAH in THF solution to give 2-(3-methoxy-propyl)-6-trifluoromethyl-pyridine-3-carbaldehyde quantitatively as oil. The crude product was used directly in the following reaction. 2-(3-Methoxy-propyl)-6-trifluoromethyl-pyridine-3-carbaldehyde was reacted with methyl(triphenylphosphoranylidene)acetate (204 mg, 0.61 mmol) to give 3-[2-(3-methoxy-propyl)-6-trifluoromethyl-pyridin-3-yl]-acryl... Starting materials: [Al].[Li] (lithium aluminum), [Si](C)(C)(C(C)(C)C)OC=1C=C(C(=O)OCCCl)C=CC1 (2-chloroethyl 3-(tert-butyldimethylsilyloxy)benzoate), C12C(C3CC(CC(C1)C3)C2)=O (adamantanone). Reagents/catalysts: [Cl-].[Cl-].[Cl-].[Ti+3] (Titanium trichloride). Run in C(C)(=O)OCC.CCCCCC (ethyl acetate hexane). The product is [Si](C)(C)(C(C)(C)C)OC=1C=C(C=CC1)C(OCCCl)=C1C2CC3CC(CC1C3)C2 ([(3-tert-Butyldimethylsilyloxyphenyl) (2-chloroethoxy)methylene]adamantane). Isolated yield 77.0%. RXN SMILES: [Al].[Li].[Si:3]([O:10][C:11]1[CH:12]=[C:13]([CH:20]=[CH:21][CH:22]=1)[C:14]([O:16][CH2:17][CH2:18][Cl:19])=O)([C:6]([CH3:9])([CH3:8])[CH3:7])([CH3:5])[CH3:4].[CH:23]12[CH2:32][CH:27]3[CH2:28][CH:29]([CH2:31][CH:25]([CH2:26]3)[C:24]1=O)[CH2:30]2>[Cl-].[Cl-].[Cl-].[Ti+3].C(OCC)(=O)C.CCCCCC>[Si:3]([O:10][C:11]1[CH:12]=[C:13]([C:14](=[C:24]2[CH:25]3[CH2:31][CH:29]4[CH2:28][CH:27]([CH2:32][CH:23]2[CH2:30]4)[CH2:26]3)[O:16][CH2:17][CH2:18][Cl:19])[CH:20]=[CH:21][CH:22]=1)([C:6]([CH3:9])([CH3:8])[CH3:7])([CH3:5])[CH3:4] |f:0.1,4.5.6.7,8.9,^1:1|. Procedure: ##STR34## A 100 mL three-necked flask fitted with a reflux condenser, was dried by means of a hot air gun and nitrogen purging. This was charged with dry THF 200 mL and cooled in an ice-bath. Titanium trichloride (24.5 g, 0.16 mol) followed by lithium aluminum hyride (3.0 g, 0.08 mol) was added in small portions with vigorous stirring. The cooling bath was removed and the black mixture was allowed to warm to room temperature. Triethylamine (15 mL) was added dropwise and the reaction mixture was ... The reactants are Cc1cc(C(=O)NC(C)c2nc3cc([N+](=O)[O-])ccc3[nH]2)ccc1C(=O)N1CCCC1, CO, [H][H]. Yields the product Cc1cc(C(=O)NC(C)c2nc3cc(N)ccc3[nH]2)ccc1C(=O)N1CCCC1. Reaction SMILES: [CH3:1][c:2]1[cH:3][c:4]([C:5](=[O:6])[NH:7][CH:8]([CH3:9])[c:10]2[n:11][c:12]3[c:13]([nH:14]2)[cH:15][cH:16][c:17]([N+:19]([O-:20])=[O:21])[cH:18]3)[cH:22][cH:23][c:24]1[C:25](=[O:26])[N:27]1[CH2:28][CH2:29][CH2:30][CH2:31]1.[CH3:34][OH:35].[H:32][H:33]>>[CH3:1][c:2]1[cH:3][c:4]([C:5](=[O:6])[NH:7][CH:8]([CH3:9])[c:10]2[n:11][c:12]3[c:13]([nH:14]2)[cH:15][cH:16][c:17]([NH2:19])[cH:18]3)[cH:22][cH:23][c:24]1[C:25](=[O:26])[N:27]1[CH2:28][CH2:29][CH2:30][CH2:31]1. The reactants are ClC(Cl)(OC(OC(Cl)(Cl)Cl)=O)Cl (triphosgene), CC1=NOC(=C1)N (3-methyl-5-isoxazolamine), ClC=1C=C(N)C=CC1OC1=CC=NC2=CC(=C(C=C12)OC)OC (3-Chloro-4-[(6,7-dimethoxy-4-quinolyl)oxy]aniline), C(C)(C)N(C(C)C)CC (N,N-diisopropylethylamine), C(O)([O-])=O.[Na+] (sodium hydrogencarbonate). Solvent: ClC1=CC=CC=C1 (chlorobenzene), ClC1=CC=CC=C1 (chlorobenzene). Run at time 30 minute. Product: ClC=1C=C(C=CC1OC1=CC=NC2=CC(=C(C=C12)OC)OC)NC(=O)NC1=CC(=NO1)C (N-{3-Chloro-4-[(6,7-dimethoxy-4-quinolyl)oxy]phenyl}-N′-(3-methyl-5-isoxazolyl)urea). The yield is 18.2%. Reaction SMILES: [Cl:1][C:2]1[CH:3]=[C:4]([CH:6]=[CH:7][C:8]=1[O:9][C:10]1[C:19]2[C:14](=[CH:15][C:16]([O:22][CH3:23])=[C:17]([O:20][CH3:21])[CH:18]=2)[N:13]=[CH:12][CH:11]=1)[NH2:5].C(N(CC)C(C)C)(C)C.Cl[C:34](Cl)([O:36]C(=O)OC(Cl)(Cl)Cl)Cl.[CH3:45][C:46]1[CH:50]=[C:49]([NH2:51])[O:48][N:47]=1.C(=O)([O-])O.[Na+]>ClC1C=CC=CC=1>[Cl:1][C:2]1[CH:3]=[C:4]([NH:5][C:34]([NH:51][C:49]2[O:48][N:47]=[C:46]([CH3:45])[CH:50]=2)=[O:36])[CH:6]=[CH:7][C:8]=1[O:9][C:10]1[C:19]2[C:14](=[CH:15][C:16]([O:22][CH3:23])=[C:17]([O:20][CH3:21])[CH:18]=2)[N:13]=[CH:12][CH:11]=1 |f:4.5|. Procedure details: 3-Chloro-4-[(6,7-dimethoxy-4-quinolyl)oxy]aniline (20 mg) was dissolved in chlorobenzene (2 ml) and N,N-diisopropylethylamine (0.2 ml) to prepare a solution. A solution of triphosgene (18 mg) in chlorobenzene (0.5 ml) was then added to the solution, and the mixture was stirred at room temperature for 30 min. Next, 3-methyl-5-isoxazolamine (12 mg) was added thereto, and the mixture was further stirred at 110° C. overnight. The reaction solution was developed through diatomaceous earth impregnated...